Task: describe an organic reaction: reactants, conditions, products, and yield. Dataset: the Open Reaction Database (ORD), a public repository of structured organic reaction records The reactants are NC1=CC=C(C=C1)C=1N=CNC1 (4-(4-aminophenyl)-1-H-imidazole), C1(=CC=CC=C1)N=COCC (ethyl N-phenyl-formimidate). The solvent is CC(=O)C (acetone). Conditions: time 4 hour. Product: C1(=CC=CC=C1)NC=NC1=CC=C(C=C1)C=1N=CNC1 (N-Phenyl-N'-[4-(imidazol-4-yl)-phenyl]-formamidine). Yield: 56.9%. As a reaction SMILES: [NH2:1][C:2]1[CH:7]=[CH:6][C:5]([C:8]2[N:9]=[CH:10][NH:11][CH:12]=2)=[CH:4][CH:3]=1.[C:13]1([N:19]=[CH:20]OCC)[CH:18]=[CH:17][CH:16]=[CH:15][CH:14]=1>CC(C)=O>[C:13]1([NH:19][CH:20]=[N:1][C:2]2[CH:3]=[CH:4][C:5]([C:8]3[N:9]=[CH:10][NH:11][CH:12]=3)=[CH:6][CH:7]=2)[CH:18]=[CH:17][CH:16]=[CH:15][CH:14]=1. Reported procedure: Five grams of 4-(4-aminophenyl)-1-H-imidazole were added to a solution of 4.6 gm of ethyl N-phenyl-formimidate [Org. Synth., 35, 65 (1965)] in 25 ml of acetone. After stirring for four hours at room temperature, the solid that separated was filtered and dried under vacuum. The product was treated with acetone and acidified with glacial acetic acid. N-Phenyl-N'-[4-(imidazol-4-yl]-formamidine crystallized as acetate salt which was filtered to give 4.6 gm of the desired product. The reactants are C(CCCCC)C1CC2=CC=C(C=C2C1)B(O)O (2-hexylindan-5-boronic acid), ClC1=NC=C(C(=O)N)C=C1 (6-chloronicotinamide), C(C)O (ethanol), C([O-])([O-])=O.[Na+].[Na+] (sodium carbonate), resultant mixture. The reagents and catalysts are [Pd].C1(=CC=CC=C1)P(C1=CC=CC=C1)C1=CC=CC=C1.C1(=CC=CC=C1)P(C1=CC=CC=C1)C1=CC=CC=C1.C1(=CC=CC=C1)P(C1=CC=CC=C1)C1=CC=CC=C1.C1(=CC=CC=C1)P(C1=CC=CC=C1)C1=CC=CC=C1 (tetrakis (triphenylphosphine) palladium). Run in C1=CC=CC=C1 (benzene), O (water), CC(=O)C (acetone). The product is C(CCCCC)C1CC2=CC=C(C=C2C1)C1=NC=C(C=C1)C(N)=O (2-hexyl-5-(5-carbamoylpyridine-2-yl)indan). Yield: 92.2%. RXN SMILES: [CH2:1]([CH:7]1[CH2:15][C:14]2[C:9](=[CH:10][CH:11]=[C:12](B(O)O)[CH:13]=2)[CH2:8]1)[CH2:2][CH2:3][CH2:4][CH2:5][CH3:6].Cl[C:20]1[CH:28]=[CH:27][C:23]([C:24]([NH2:26])=[O:25])=[CH:22][N:21]=1.C(O)C.C(=O)([O-])[O-].[Na+].[Na+]>[Pd].C1(P(C2C=CC=CC=2)C2C=CC=CC=2)C=CC=CC=1.C1(P(C2C=CC=CC=2)C2C=CC=CC=2)C=CC=CC=1.C1(P(C2C=CC=CC=2)C2C=CC=CC=2)C=CC=CC=1.C1(P(C2C=CC=CC=2)C2C=CC=CC=2)C=CC=CC=1.CC(C)=O.O.C1C=CC=CC=1>[CH2:1]([CH:7]1[CH2:15][C:14]2[C:9](=[CH:10][CH:11]=[C:12]([C:20]3[CH:28]=[CH:27][C:23]([C:24](=[O:25])[NH2:26])=[CH:22][N:21]=3)[CH:13]=2)[CH2:8]1)[CH2:2][CH2:3][CH2:4][CH2:5][CH3:6] |f:3.4.5,6.7.8.9.10|. Reported procedure: 5.00 g (20.3 mM) of 2-hexylindan-5-boronic acid, 2.79 g (17.8 mM) of 6-chloronicotinamide, 20 ml of ethanol, 30 ml of benzene, 27.9 ml of 2M-sodium carbonate aqueous solution and 1.19 g of tetrakis (triphenylphosphine) palladium (O) were mixed and heat-refluxed for 2 hours under stirring. After the reaction, the reaction mixture was poured into water to obtain an insoluble matter. The insoluble matter was recovered by filtration. Separately, the filtrate was subjected to vacuum distillation to r... Reactants: [BH3-]C#N, C=O, CC(=O)O, CC#N, [Na+], CCOC(=O)C1CSC(c2cccnc2)N1. Product: CCOC(=O)C1CSC(c2cccnc2)N1C. RXN SMILES: [C:19]([BH3-:20])#[N:21].[CH2:17]=[O:18].[CH3:23][C:24](=[O:25])[OH:26].[CH3:27][C:28]#[N:29].[Na+:22].[n:1]1[cH:2][c:3]([CH:7]2[S:8][CH2:9][CH:10]([C:12](=[O:13])[O:14][CH2:15][CH3:16])[NH:11]2)[cH:4][cH:5][cH:6]1>>[n:1]1[cH:2][c:3]([CH:7]2[S:8][CH2:9][CH:10]([C:12](=[O:13])[O:14][CH2:15][CH3:16])[N:11]2[CH3:19])[cH:4][cH:5][cH:6]1. Procedure: A mixture of dimethyl sulfate (1.1 mL, 11.6 mmol) and (4S,7R)-2-(4-fluoro-phenyl)-7,8,8-trimethyl-1,2,4,5,6,7-hexahydro-4,7-methano-indazol-3-one (Intermediate 13; 1.65 g, 5.8 mmol) in 1 M NaOH (25 mL) was heated at 50 degrees overnight, and then allowed to stand at room temperature over the weekend. The precipitate was filtered off, washed with water, and recrystallized from ethyl acetate to give (4S,7R)-2-(4-fluoro-phenyl)-1,7,8,8-tetramethyl-1,2,4,5,6,7-hexahydro-4,7-methano-indazol-3-one (23... The solvent is [OH-].[Na+] (NaOH). The product is FC1=CC=C(C=C1)N1N(C=2[C@@]3(CC[C@H](C2C1=O)C3(C)C)C)C ((4S,7R)-2-(4-fluoro-phenyl)-1,7,8,8-tetramethyl-1,2,4,5,6,7-hexahydro-4,7-methano-indazol-3-one). As a reaction SMILES: S(OC)(O[CH3:5])(=O)=O.[F:8][C:9]1[CH:14]=[CH:13][C:12]([N:15]2[C:23](=[O:24])[C:22]3[C@@H:21]4[C:25]([CH3:27])([CH3:26])[C@@:18]([CH3:28])([CH2:19][CH2:20]4)[C:17]=3[NH:16]2)=[CH:11][CH:10]=1>[OH-].[Na+]>[F:8][C:9]1[CH:14]=[CH:13][C:12]([N:15]2[C:23](=[O:24])[C:22]3[C@@H:21]4[C:25]([CH3:27])([CH3:26])[C@@:18]([CH3:28])([CH2:19][CH2:20]4)[C:17]=3[N:16]2[CH3:5])=[CH:11][CH:10]=1 |f:2.3|. The yield is 13.7%. Reactants: S(=O)(=O)(OC)OC (dimethyl sulfate), FC1=CC=C(C=C1)N1NC=2[C@@]3(CC[C@H](C2C1=O)C3(C)C)C ((4S,7R)-2-(4-fluoro-phenyl)-7,8,8-trimethyl-1,2,4,5,6,7-hexahydro-4,7-methano-indazol-3-one), FC1=CC=C(C=C1)N1NC=2[C@@]3(CC[C@H](C2C1=O)C3(C)C)C ((4S,7R)-2-(4-fluoro-phenyl)-7,8,8-trimethyl-1,2,4,5,6,7-hexahydro-4,7-methano-indazol-3-one).